Dataset: the Open Reaction Database (ORD), a public repository of structured organic reaction records. Task: describe an organic reaction: reactants, conditions, products, and yield Starting materials: IC1=CC=C(C=C1)CC(=O)NC1=NC=C(C=C1)C1=CC=CC=C1 (2-(4-Iodophenyl)-N-(5-phenylpyridin-2-yl)acetamide), N1C=NC=C1 (imidazole), P(=O)([O-])([O-])[O-].[K+].[K+].[K+] (potassium phosphate), N1[C@H](C(=O)O)CCC1 (L-proline). The reagents and catalysts are [Cu]I (CuI). The solvent is CS(=O)C (DMSO). Run at temperature 100 celsius, time 10 hour. Yields the product N1(C=NC=C1)C1=CC=C(C=C1)CC(=O)NC1=NC=C(C=C1)C1=CC=CC=C1 (2-(4-(1H-imidazol-1-yl)phenyl)-N-(5-phenylpyridin-2-yl)acetamide). RXN SMILES: I[C:2]1[CH:7]=[CH:6][C:5]([CH2:8][C:9]([NH:11][C:12]2[CH:17]=[CH:16][C:15]([C:18]3[CH:23]=[CH:22][CH:21]=[CH:20][CH:19]=3)=[CH:14][N:13]=2)=[O:10])=[CH:4][CH:3]=1.[NH:24]1[CH:28]=[CH:27][N:26]=[CH:25]1.P([O-])([O-])([O-])=O.[K+].[K+].[K+].N1CCC[C@H]1C(O)=O>CS(C)=O.[Cu]I>[N:24]1([C:2]2[CH:7]=[CH:6][C:5]([CH2:8][C:9]([NH:11][C:12]3[CH:17]=[CH:16][C:15]([C:18]4[CH:23]=[CH:22][CH:21]=[CH:20][CH:19]=4)=[CH:14][N:13]=3)=[O:10])=[CH:4][CH:3]=2)[CH:28]=[CH:27][N:26]=[CH:25]1 |f:2.3.4.5|. Procedure: A mixture of 2-(4-iodophenyl)-N-(5-phenylpyridin-2-yl)acetamide 53-3 (41 mg, 0.1 mmol), imidazole (10 mg, 0.15 mmol), potassium phosphate (41 mg, 0.3 mmol), CuI (2 mg, 0.01 mmol) and L-proline (2.3 mg, 0.02 mmol) in DMSO (0.5 mL) was stirred under an atmosphere of dry Argon at 100° C. for 10 hours. The crude product was purified by reverse phase HPLC to give 2-(4-(1H-imidazol-1-yl)phenyl)-N-(5-phenylpyridin-2-yl)acetamide 53 as white solid. MS m/z 355.1 (M+1); 1H NMR 400 MHz (CDCl3) δ 8.47-8.46 ... The reactants are COc1cc2c(c(Cl)c1Cl)C(=O)C(C)(c1ccc(C#N)cc1)C2, Cl, c1ccncc1. The product is CC1(c2ccc(C#N)cc2)Cc2cc(O)c(Cl)c(Cl)c2C1=O. Reaction SMILES: [C:1](#[N:2])[c:3]1[cH:4][cH:5][c:6]([C:9]2([CH3:23])[C:10](=[O:22])[c:11]3[c:12]([Cl:21])[c:13]([Cl:20])[c:14]([O:18][CH3:19])[cH:15][c:16]3[CH2:17]2)[cH:7][cH:8]1.[ClH:24].[n:25]1[cH:26][cH:27][cH:28][cH:29][cH:30]1>>[C:1](#[N:2])[c:3]1[cH:4][cH:5][c:6]([C:9]2([CH3:23])[C:10](=[O:22])[c:11]3[c:12]([Cl:21])[c:13]([Cl:20])[c:14]([OH:18])[cH:15][c:16]3[CH2:17]2)[cH:7][cH:8]1. The reactants are BrC1=CC(=C(C=C1)CBr)CBr (4-bromo-1,2-bis(bromomethyl)benzene), N1C(CC2=CC=CC=C12)=O (oxindole), C(CCC)[Li] (butyllithium), CN(CCN(C)C)C (tetramethylethylenediamine). The solvent is C1CCOC1 (THF), C1CCOC1 (THF). Reaction conditions: temperature -78 celsius, time 1 hour. Product: BrC=1C=C2CC3(C(NC4=CC=CC=C34)=O)CC2=CC1 ((±)-5-Bromo-1,3-dihydrospiro[indene-2,3′-indol]-2′(1′H)-one). RXN SMILES: [NH:1]1[C:9]2[C:4](=[CH:5][CH:6]=[CH:7][CH:8]=2)[CH2:3][C:2]1=[O:10].C([Li])CCC.CN(C)CCN(C)C.[Br:24][C:25]1[CH:30]=[CH:29][C:28]([CH2:31]Br)=[C:27]([CH2:33]Br)[CH:26]=1>C1COCC1>[Br:24][C:25]1[CH:26]=[C:27]2[C:28](=[CH:29][CH:30]=1)[CH2:31][C:3]1([C:4]3[C:9](=[CH:8][CH:7]=[CH:6][CH:5]=3)[NH:1][C:2]1=[O:10])[CH2:33]2. Procedure: To a solution of oxindole (363 mg, 2.73 mmol) at −78° C. in THF (15 mL) was added butyllithium (2.5 M in hexanes, 2.29 mL, 5.73 mmol) dropwise, followed by the dropwise addition of tetramethylethylenediamine (0.905 mL, 6.00 mmol). The solution was stirred for 1 h at −78° C., then a solution of 4-bromo-1,2-bis(bromomethyl)benzene [Anderson et al., J. Org. Chem. 1979, 44(9), 1519-1533] (1.87 g, 5.45 mmol) in THF (5 mL) was added dropwise. The reaction solution was stirred at −10 to −20° C. for 2 h... Starting materials: C(C)N(CCCN1N=C(C2=C(C=CC=C12)Cl)N)CC (1-(3-diethylaminopropyl)-3-amino-4-chloroindazole), Br.BrCCCN(CC)CC (3-bromopropyldiethylamine hydrobromide), NC1=NNC2=CC=CC(=C12)Cl (3-amino-4-chloroindazole), 1-(1-methyl-3-bromopropyl)-dimethylamine hydrobromide, NC1=NNC2=CC=C(C=C12)Cl (3-amino-5-chloroindazole). Product: CN(C(CCN1N=C(C2=CC(=CC=C12)Cl)N)C)C (1-(3-dimethylaminobutyl)-3-amino-5-chloroindazole). Reaction SMILES: C(N(CC)CC[CH2:6][N:7]1[C:15]2[C:10](=[C:11](Cl)C=C[CH:14]=2)C(N)=N1)C.[NH2:20][C:21]1[C:29]2[C:24](=[CH:25][CH:26]=[C:27]([Cl:30])[CH:28]=2)[NH:23][N:22]=1.Br.Br[CH2:33]CCN(CC)CC.NC1C2C(=CC=CC=2Cl)NN=1>>[CH3:33][N:7]([CH3:6])[CH:15]([CH3:14])[CH2:10][CH2:11][N:23]1[C:24]2[C:29](=[CH:28][C:27]([Cl:30])=[CH:26][CH:25]=2)[C:21]([NH2:20])=[N:22]1 |f:2.3|. Procedure details: The same procedures for preparing 1-(3-diethylaminopropyl)-3-amino-4-chloroindazole as described in Example 89 were repeated except that 1-(1-methyl-3-bromopropyl)-dimethylamine hydrobromide and 3-amino-5-chloroindazole were employed instead of the 3-bromopropyldiethylamine hydrobromide and the 3-amino-4-chloroindazole, respectively. As a result, 1-(3-dimethylaminobutyl)-3-amino-5-chloroindazole was obtained. The reactants are C(C1=CC=CC=C1)NO (N-benzylhydroxylamine), C1(=CC=CC=C1)OCC1CO1 (phenylglycidyl ether). The solvent is C(C)(C)O (isopropanol). Yields the product C(C1=CC=CC=C1)N(O)CC(COC1=CC=CC=C1)O (N-benzyl-N-(2-hydroxy-3-phenoxypropyl)hydroxylamine). Yield: 35.0%. RXN SMILES: [CH2:1]([NH:8][OH:9])[C:2]1[CH:7]=[CH:6][CH:5]=[CH:4][CH:3]=1.[C:10]1([O:16][CH2:17][CH:18]2[O:20][CH2:19]2)[CH:15]=[CH:14][CH:13]=[CH:12][CH:11]=1>C(O)(C)C>[CH2:1]([N:8]([CH2:19][CH:18]([OH:20])[CH2:17][O:16][C:10]1[CH:15]=[CH:14][CH:13]=[CH:12][CH:11]=1)[OH:9])[C:2]1[CH:7]=[CH:6][CH:5]=[CH:4][CH:3]=1. Procedure: The procedure of Example 1 is repeated using 3.5 g of N-benzylhydroxylamine and 6.16 g of phenylglycidyl ether in 50 ml of isopropanol. Purification by liquid chromatography affords the title compound in 35% yield as a colorless oil. Starting materials: N=1C=CN2C1C(=CC=C2)OCCCCN2C(SCC2=O)=O (3-[4-(imidazo[1,2-a]pyridin-8-yloxy)butyl]thiazolidine-2,4-dione), C(CC)=O (1-propanal), N1CCCCC1 (piperidine). The solvent is C(C)O (ethanol). Product: C(CC)=C1C(N(C(S1)=O)CCCCOC=1C=2N(C=CC1)C=CN2)=O (5-propylidene-3-[4-(imidazo[1,2-a]pyridin-8-yloxy)butyl]thiazolidine-2,4-dione). Reaction SMILES: [N:1]1[CH:2]=[CH:3][N:4]2[CH:9]=[CH:8][CH:7]=[C:6]([O:10][CH2:11][CH2:12][CH2:13][CH2:14][N:15]3[C:19](=[O:20])[CH2:18][S:17][C:16]3=[O:21])[C:5]=12.[CH:22](=O)[CH2:23][CH3:24].N1CCCCC1>C(O)C>[CH:22](=[C:18]1[S:17][C:16](=[O:21])[N:15]([CH2:14][CH2:13][CH2:12][CH2:11][O:10][C:6]2[C:5]3[N:4]([CH:3]=[CH:2][N:1]=3)[CH:9]=[CH:8][CH:7]=2)[C:19]1=[O:20])[CH2:23][CH3:24]. Procedure details: To a solution of 1.53 g (5.0 mmol) of 3-[4-(imidazo[1,2-a]pyridin-8-yloxy)butyl]thiazolidine-2,4-dione and 0.36 ml (5.0 mmol) of 1-propanal in 20 ml of ethanol, 0.05 ml (0.5 mmol) of piperidine was added, followed by refluxing for 2.5 hours. After the reaction mixture was cooled, the solvent was distilled off. The residue was dissolved in dichloromethane, washed with purified water and dried, after which the solvent was distilled off. The, residue was purified by column chromatography (eluent, n... Starting materials: CN1CC2CCN(c3ccc(-c4ccc(-c5cnn(C(c6ccccc6)(c6ccccc6)c6ccccc6)c5)cc4)cc3)C2C1, O=CO. Product: CN1CC2CCN(c3ccc(-c4ccc(-c5cn[nH]c5)cc4)cc3)C2C1. RXN SMILES: [CH3:1][N:2]1[CH2:3][CH:4]2[N:5]([c:10]3[cH:11][cH:12][c:13](-[c:16]4[cH:17][cH:18][c:19](-[c:22]5[cH:23][n:24][n:25]([C:27]([c:28]6[cH:29][cH:30][cH:31][cH:32][cH:33]6)([c:34]6[cH:35][cH:36][cH:37][cH:38][cH:39]6)[c:40]6[cH:41][cH:42][cH:43][cH:44][cH:45]6)[cH:26]5)[cH:20][cH:21]4)[cH:14][cH:15]3)[CH2:6][CH2:7][CH:8]2[CH2:9]1.[CH:46]([OH:47])=[O:48]>>[CH3:1][N:2]1[CH2:3][CH:4]2[N:5]([c:10]3[cH:11][cH:12][c:13](-[c:16]4[cH:17][cH:18][c:19](-[c:22]5[cH:23][nH:24][n:25][cH:26]5)[cH:20][cH:21]4)[cH:14][cH:15]3)[CH2:6][CH2:7][CH:8]2[CH2:9]1. The reactants are CCOC(=O)C(N)C(=O)OCC, CCO, N=C(c1ccccc1)c1cc(Cl)ccc1O, Cl, c1ccncc1. Product: CCOC(=O)C(N=C(c1ccccc1)c1cc(Cl)ccc1O)C(=O)OCC. RXN SMILES: [CH2:21]([CH3:22])[O:23][C:24]([CH:25]([C:26](=[O:27])[O:28][CH2:29][CH3:30])[NH2:31])=[O:32].[CH3:17][CH2:18][OH:19].[Cl:1][c:2]1[cH:3][cH:4][c:5]([OH:16])[c:6]([C:7]([c:8]2[cH:9][cH:10][cH:11][cH:12][cH:13]2)=[NH:14])[cH:15]1.[ClH:20].[cH:33]1[cH:34][cH:35][n:36][cH:37][cH:38]1>>[Cl:1][c:2]1[cH:3][cH:4][c:5]([OH:16])[c:6]([C:7]([c:8]2[cH:9][cH:10][cH:11][cH:12][cH:13]2)=[N:14][CH:25]([C:24]([O:23][CH2:21][CH3:22])=[O:32])[C:26](=[O:27])[O:28][CH2:29][CH3:30])[cH:15]1. Reactants: CCCc1nc(Cl)nc(Cl)n1, NCCO, C1COCCO1. Product: CCCc1nc(Cl)nc(NCCO)n1. Reaction SMILES: [Cl:5][c:6]1[n:7][c:8]([CH2:13][CH2:14][CH3:15])[n:9][c:10]([Cl:12])[n:11]1.[NH2:1][CH2:2][CH2:3][OH:4].[O:16]1[CH2:17][CH2:18][O:19][CH2:20][CH2:21]1>>[NH:1]([CH2:2][CH2:3][OH:4])[c:10]1[n:9][c:8]([CH2:13][CH2:14][CH3:15])[n:7][c:6]([Cl:5])[n:11]1. Reactants: CC(C)OC(=O)/N=N/C(=O)OC(C)C (DIAD), N1C=NC(=C1)C(=O)OC (methyl 4-imidazolecarboxylate), C1(=CC=CC=C1)P(C1=CC=CC=C1)C1=CC=CC=C1 (triphenylphosphine), OC1C(CN(C2=CC=CC=C12)C(=O)C1=CC=CC=C1)(C)C ((4-hydroxy-3,3-dimethyl-3,4-dihydro-2H-quinolin-1-yl)-phenyl-methanone). Run in C1CCOC1 (THF). Reaction conditions: time 5 minute. Product: COC(=O)C=1N(C=NC1)C1C(CN(C2=CC=CC=C12)C(C1=CC=CC=C1)=O)(C)C (3-(1-Benzoyl-3,3-dimethyl-1,2,3,4-tetrahydro-quinolin-4-yl)-3H-imidazole-4-carboxylic acid methyl ester). RXN SMILES: [NH:1]1[CH:5]=[C:4]([C:6]([O:8][CH3:9])=[O:7])[N:3]=[CH:2]1.C1(P(C2C=CC=CC=2)C2C=CC=CC=2)C=CC=CC=1.O[CH:30]1[C:39]2[C:34](=[CH:35][CH:36]=[CH:37][CH:38]=2)[N:33]([C:40]([C:42]2[CH:47]=[CH:46][CH:45]=[CH:44][CH:43]=2)=[O:41])[CH2:32][C:31]1([CH3:49])[CH3:48].CC(OC(/N=N/C(OC(C)C)=O)=O)C>C1COCC1>[CH3:9][O:8][C:6]([C:4]1[N:3]([CH:30]2[C:39]3[C:34](=[CH:35][CH:36]=[CH:37][CH:38]=3)[N:33]([C:40](=[O:41])[C:42]3[CH:47]=[CH:46][CH:45]=[CH:44][CH:43]=3)[CH2:32][C:31]2([CH3:49])[CH3:48])[CH:2]=[N:1][CH:5]=1)=[O:7]. Procedure details: methyl 4-imidazolecarboxylate (55 mg, 0.44 mmol), PS-triphenylphosphine (2.15 mmol/g, 0.20 g, 0.43 mmol) are added to a solution of (4-hydroxy-3,3-dimethyl-3,4-dihydro-2H-quinolin-1-yl)-phenyl-methanone (80 mg, 0.28 mmol) in THF (10 mL) at room temperature. The mixture is stirred at room temperature for 5 minutes and then Cooled to 0° C. DIAD (0.083 mL, 0.43 mmol) is added, and then the mixture is stirred at room temperature. After 3 h, the reaction mixture is filtered to remove resin and washed...